From a dataset of the Open Reaction Database (ORD), a public repository of structured organic reaction records. describe an organic reaction: reactants, conditions, products, and yield Starting materials: CN=C=O, Nc1ccc(OCCCN2CCC(C(O)(c3ccc(F)cc3)c3ccc(F)cc3)CC2)cc1, c1ccccc1. Product: CNC(=O)Nc1ccc(OCCCN2CCC(C(O)(c3ccc(F)cc3)c3ccc(F)cc3)CC2)cc1. Reaction SMILES: [CH3:34][N:35]=[C:36]=[O:37].[NH2:1][c:2]1[cH:3][cH:4][c:5]([O:6][CH2:7][CH2:8][CH2:9][N:10]2[CH2:11][CH2:12][CH:13]([C:16]([OH:17])([c:18]3[cH:19][cH:20][c:21]([F:24])[cH:22][cH:23]3)[c:25]3[cH:26][cH:27][c:28]([F:31])[cH:29][cH:30]3)[CH2:14][CH2:15]2)[cH:32][cH:33]1.[cH:38]1[cH:39][cH:40][cH:41][cH:42][cH:43]1>>[NH:1]([c:2]1[cH:3][cH:4][c:5]([O:6][CH2:7][CH2:8][CH2:9][N:10]2[CH2:11][CH2:12][CH:13]([C:16]([OH:17])([c:18]3[cH:19][cH:20][c:21]([F:24])[cH:22][cH:23]3)[c:25]3[cH:26][cH:27][c:28]([F:31])[cH:29][cH:30]3)[CH2:14][CH2:15]2)[cH:32][cH:33]1)[C:36]([NH:35][CH3:34])=[O:37]. Procedure: By using 5-(4-aminophenyl)-1H-naphtho[1,2-b][1,4]diazepine-2,4(3H,5H)-dione obtained in Example 1, (3), and 2-chloro-6-methoxybenzoyl chloride, the title compound (yield 76%) was obtained in the same manner as that of Example 1, (4). The reactants are NC1=CC=C(C=C1)N1C2=C(NC(CC1=O)=O)C1=CC=CC=C1C=C2 (5-(4-aminophenyl)-1H-naphtho[1,2-b][1,4]diazepine-2,4(3H,5H)-dione), O=C1NC2=C(N(C(C1)=O)C1=CC=C(C(=O)O)C=C1)C=CC1=CC=CC=C12 (4-[2,4-Dioxo-3,4-dihydro-1H-naphtho[2,1-b][1,4]diazepin-5(2H)-yl]benzoic acid), ClC1=C(C(=O)Cl)C(=CC=C1)OC (2-chloro-6-methoxybenzoyl chloride). Isolated yield 76.0%. RXN SMILES: [NH2:1][C:2]1[CH:7]=[CH:6][C:5]([N:8]2[C:14](=[O:15])[CH2:13][C:12](=[O:16])[NH:11][C:10]3[C:17]4[C:22]([CH:23]=[CH:24][C:9]2=3)=[CH:21][CH:20]=[CH:19][CH:18]=4)=[CH:4][CH:3]=1.[Cl:25][C:26]1[CH:34]=[CH:33][CH:32]=[C:31]([O:35][CH3:36])[C:27]=1[C:28](Cl)=[O:29].O=C1CC(=O)N(C2C=CC(C(O)=O)=CC=2)C2C=CC3C(C=2N1)=CC=CC=3>>[Cl:25][C:26]1[C:27]([C:28]([NH:1][C:2]2[CH:7]=[CH:6][C:5]([N:8]3[C:14](=[O:15])[CH2:13][C:12](=[O:16])[NH:11][C:10]4[C:17]5[C:22]([CH:23]=[CH:24][C:9]3=4)=[CH:21][CH:20]=[CH:19][CH:18]=5)=[CH:4][CH:3]=2)=[O:29])=[C:31]([O:35][CH3:36])[CH:32]=[CH:33][CH:34]=1. The product is ClC1=CC=CC(=C1C(=O)NC1=CC=C(C=C1)N1C2=C(NC(CC1=O)=O)C1=CC=CC=C1C=C2)OC (5-[4-(6-Chloro-2-methoxybenzoylamino)phenyl]-1H-naphtho[1,2-b][1,4]diazepine-2,4(3H,5H)-dione). Starting materials: CC(=O)OC(C)=O, Cc1cccc[n+]1[O-], c1ccncc1. Yields the product CC(=O)OCc1ccccn1. RXN SMILES: [CH3:15][C:16](=[O:17])[O:18][C:19](=[O:20])[CH3:21].[CH3:7][c:8]1[cH:9][cH:10][cH:11][cH:12][n+:13]1[O-:14].[cH:1]1[cH:2][cH:3][n:4][cH:5][cH:6]1>>[cH:1]1[cH:2][c:3]([CH2:19][O:18][C:16]([CH3:15])=[O:17])[n:4][cH:5][cH:6]1. Starting materials: CS(=O)C (dimethylsulfoxide), [BH4-].[Na+] (sodium borohydride), C(C)(=O)O (acetic acid), [N+](=O)([O-])/C=C/C1=CC=C(COC2=NC=CC=C2)C=C1 (2-(4-((E)-2-nitro-vinyl)-benzyloxy)-pyridine). Solvent: C(C)OCC (diethyl ether), C(C)(=O)OCC (ethyl acetate), O (water). Conditions: time 40 minute. The product is [N+](=O)([O-])CCC1=CC=C(COC2=NC=CC=C2)C=C1 (2-(4-(2-Nitro-ethyl)-benzyloxy)-pyridine). Yield: 49.0%. Reaction SMILES: CS(C)=O.C(O)(=O)C.[N+:9](/[CH:12]=[CH:13]/[C:14]1[CH:27]=[CH:26][C:17]([CH2:18][O:19][C:20]2[CH:25]=[CH:24][CH:23]=[CH:22][N:21]=2)=[CH:16][CH:15]=1)([O-:11])=[O:10].[BH4-].[Na+]>C(OCC)C.C(OCC)(=O)C.O>[N+:9]([CH2:12][CH2:13][C:14]1[CH:27]=[CH:26][C:17]([CH2:18][O:19][C:20]2[CH:25]=[CH:24][CH:23]=[CH:22][N:21]=2)=[CH:16][CH:15]=1)([O-:11])=[O:10] |f:3.4|. Procedure details: To a dimethylsulfoxide (150 mL) solution of acetic acid (7.4 mL) and 2-(4-((E)-2-nitro-vinyl)-benzyloxy)-pyridine (30.8 g, 120 mmol) described in Manufacturing Example 2-2-3 was added sodium borohydride (2.45 g, 64.8 mmol) at 30° C. or less. The reaction solution was stirred at room temperature for 40 minutes. To the reaction solution were added water, ethyl acetate and diethyl ether at 30° C. or less to partition it into water and an organic layer. The water layer was extracted with ethyl aceta... Starting materials: CN(CCNS(=O)(=O)C1=CC(=CC=C1)C#CC=1C=NN(C1C1=CC=C(C=C1)C(F)(F)F)C)C (N-[2-(dimethylamino)ethyl]-3-({1-methyl-5-[4-(trifluoromethyl)phenyl]-1H-pyrazol-4-yl}ethynyl)benzenesulfonamide), Cl.C(C)(=O)OCC (HCl ethyl acetate). The solvent is C(C)(=O)OCC (ethyl acetate). Run at time 3 hour. Yields the product Cl.CN(CCNS(=O)(=O)C1=CC(=CC=C1)C#CC=1C=NN(C1C1=CC=C(C=C1)C(F)(F)F)C)C (N-[2-(dimethylamino)ethyl]-3-({1-methyl-5-[4-(trifluoromethyl)phenyl]-1H-pyrazol-4-yl}ethynyl)benzenesulfonamide hydrochloride). Reaction SMILES: [CH3:1][N:2]([CH3:33])[CH2:3][CH2:4][NH:5][S:6]([C:9]1[CH:14]=[CH:13][CH:12]=[C:11]([C:15]#[C:16][C:17]2[CH:18]=[N:19][N:20]([CH3:32])[C:21]=2[C:22]2[CH:27]=[CH:26][C:25]([C:28]([F:31])([F:30])[F:29])=[CH:24][CH:23]=2)[CH:10]=1)(=[O:8])=[O:7].[ClH:34].C(OCC)(=O)C>C(OCC)(=O)C>[ClH:34].[CH3:33][N:2]([CH3:1])[CH2:3][CH2:4][NH:5][S:6]([C:9]1[CH:14]=[CH:13][CH:12]=[C:11]([C:15]#[C:16][C:17]2[CH:18]=[N:19][N:20]([CH3:32])[C:21]=2[C:22]2[CH:23]=[CH:24][C:25]([C:28]([F:29])([F:30])[F:31])=[CH:26][CH:27]=2)[CH:10]=1)(=[O:7])=[O:8] |f:1.2,4.5|. Reported procedure: To an ethyl acetate (0.76 mL) solution of the N-[2-(dimethylamino)ethyl]-3-({1-methyl-5-[4-(trifluoromethyl)phenyl]-1H-pyrazol-4-yl}ethynyl)benzenesulfonamide (76 mg) obtained in Example 1, a 4 M HCl/ethyl acetate solution (48 μL) was added at a room temperature, and the obtained solution was then stirred for 3 hours. Thereafter, the generated solid was collected by filtration, and was then washed with ethyl acetate, so as to obtain the title compound (58 mg) in the form of a colorless solid. Starting materials: C(=O)(O)C=1C=C(OC2=CC=C(C=C2)[N+](=O)[O-])C=CC1 (4-(3-Carboxyphenoxy)-1-nitrobenzene), C(C1CCCO1)N (tetrahydrofurfurylamine). Yields the product C(=O)(O)C=1C=C(OC2=CC=C(C=C2)[N+](=O)[O-])C=CC1 (4-(3-Carboxyphenoxy)-1-nitrobenzene), O1C(CCC1)CNC(=O)C=1C=C(OC2=CC=C(C=C2)[N+](=O)[O-])C=CC1 (4-(3-(N-(tetrahydrofurylmethyl)carbamoyl)phenoxy)-1-nitrobenzene). As a reaction SMILES: [C:1]([C:4]1[CH:5]=[C:6]([CH:17]=[CH:18][CH:19]=1)[O:7][C:8]1[CH:13]=[CH:12][C:11]([N+:14]([O-:16])=[O:15])=[CH:10][CH:9]=1)([OH:3])=[O:2].[CH2:20]([NH2:26])[CH:21]1[O:25][CH2:24][CH2:23][CH2:22]1>>[C:1]([C:4]1[CH:5]=[C:6]([CH:17]=[CH:18][CH:19]=1)[O:7][C:8]1[CH:9]=[CH:10][C:11]([N+:14]([O-:16])=[O:15])=[CH:12][CH:13]=1)([OH:3])=[O:2].[O:25]1[CH2:24][CH2:23][CH2:22][CH:21]1[CH2:20][NH:26][C:1]([C:4]1[CH:5]=[C:6]([CH:17]=[CH:18][CH:19]=1)[O:7][C:8]1[CH:13]=[CH:12][C:11]([N+:14]([O-:16])=[O:15])=[CH:10][CH:9]=1)=[O:3]. Procedure details: Entry 63: 4-(3-Carboxyphenoxy)-1-nitrobenzene was synthesized according to Method A13, Step 2. 4-(3-Carboxyphenoxy)-1-nitrobenzene was coupled with tetrahydrofurfurylamine according to Method A13, Step 3 to give 4-(3-(N-(tetrahydrofurylmethyl)carbamoyl)phenoxy)-1-nitrobenzene. According to Method A13 Step 4,4-(3-(N-(tetrahydrofurylmethyl)carbamoyl)phenoxy)-1-nitrobenzene was reduced to 4-(3-(N-(tetrahydrofurylmethyl)carbamoyl)phenoxy)aniline. According to Method C1a, 4-chloro-3-(trifluoromethyl)... The reactants are CC(=O)O, O=C(Nc1cccc2c1C(=O)OC2=O)c1ccc(Cl)s1, NCCN1CCN(c2ccncc2)CC1. The product is O=C(Nc1cccc2c1C(=O)N(CCN1CCN(c3ccncc3)CC1)C2=O)c1ccc(Cl)s1. RXN SMILES: [CH3:36][C:37](=[O:38])[OH:39].[Cl:16][c:17]1[cH:18][cH:19][c:20]([C:22](=[O:23])[NH:24][c:25]2[cH:26][cH:27][cH:28][c:29]3[c:33]2[C:32](=[O:34])[O:31][C:30]3=[O:35])[s:21]1.[n:1]1[cH:2][cH:3][c:4]([N:7]2[CH2:8][CH2:9][N:10]([CH2:13][CH2:14][NH2:15])[CH2:11][CH2:12]2)[cH:5][cH:6]1>>[n:1]1[cH:2][cH:3][c:4]([N:7]2[CH2:8][CH2:9][N:10]([CH2:13][CH2:14][N:15]3[C:30](=[O:35])[c:29]4[cH:28][cH:27][cH:26][c:25]([NH:24][C:22]([c:20]5[cH:19][cH:18][c:17]([Cl:16])[s:21]5)=[O:23])[c:33]4[C:32]3=[O:31])[CH2:11][CH2:12]2)[cH:5][cH:6]1.